From a dataset of the Open Reaction Database (ORD), a public repository of structured organic reaction records. describe an organic reaction: reactants, conditions, products, and yield The reactants are ClC1=CC2=C(C=N1)C(NN2C(C2=CC=CC=C2)(C2=CC=CC=C2)C2=CC=CC=C2)=O (6-chloro-1-trityl-1H-pyrazolo[4,3-c]pyridin-3(2H)-one), ClC1=CC2=C(C=N1)C(NN2C(C2=CC=CC=C2)(C2=CC=CC=C2)C2=CC=CC=C2)=O (6-chloro-1-trityl-1H-pyrazolo[4,3-c]pyridin-3(2H)-one), ClC(C(=O)OC)(F)F (methyl 2-chloro-2,2-difluoroacetate), C(=O)([O-])[O-].[K+].[K+] (K2CO3). Run in CN(C)C=O (DMF), O (H2O). Run at temperature 80 celsius, time 30 minute. Yields the product ClC1=CC2=C(C=N1)C(=NN2C(C2=CC=CC=C2)(C2=CC=CC=C2)C2=CC=CC=C2)OC(F)F (6-chloro-3-(difluoro-methoxy)-1-trityl-1H-pyrazolo[4,3-c]pyridine). RXN SMILES: [Cl:1][C:2]1[N:7]=[CH:6][C:5]2[C:8](=[O:30])[NH:9][N:10]([C:11]([C:24]3[CH:29]=[CH:28][CH:27]=[CH:26][CH:25]=3)([C:18]3[CH:23]=[CH:22][CH:21]=[CH:20][CH:19]=3)[C:12]3[CH:17]=[CH:16][CH:15]=[CH:14][CH:13]=3)[C:4]=2[CH:3]=1.Cl[C:32]([F:38])([F:37])C(OC)=O.C([O-])([O-])=O.[K+].[K+]>CN(C=O)C.O>[Cl:1][C:2]1[N:7]=[CH:6][C:5]2[C:8]([O:30][CH:32]([F:38])[F:37])=[N:9][N:10]([C:11]([C:18]3[CH:23]=[CH:22][CH:21]=[CH:20][CH:19]=3)([C:12]3[CH:13]=[CH:14][CH:15]=[CH:16][CH:17]=3)[C:24]3[CH:25]=[CH:26][CH:27]=[CH:28][CH:29]=3)[C:4]=2[CH:3]=1 |f:2.3.4|. Reported procedure: A solution of 6-chloro-1-trityl-1H-pyrazolo[4,3-c]pyridin-3 (2H)-one (Intermediate 3B; 368 mg, 0.893 mmol) and methyl 2-chloro-2,2-difluoroacetate (0.5 mL, 4.74 mmol) in DMF (2 mL) was charged with K2CO3 (2.5 g, 18.09 mmol) at room temperature. The reaction was stirred at 80° C. for 30 min. The reaction mixture was diluted with H2O and filtered to give 6-chloro-3-(difluoro-methoxy)-1-trityl-1H-pyrazolo[4,3-c]pyridine, which was carried onto the next step without further purification. MS ESI calc... Starting materials: CC(=O)O[BH-](OC(C)=O)OC(C)=O, CN(CCc1ccccc1)C1CCNCC1, CC(=O)O, ClCCl, O=Cc1ccc(OCCCN2CCCCC2)cc1, [Na+], [Na+], [OH-]. Yields the product CN(CCc1ccccc1)C1CCN(Cc2ccc(OCCCN3CCCCC3)cc2)CC1. As a reaction SMILES: [C:35]([O:36][BH-:37]([O:38][C:39](=[O:40])[CH3:41])[O:42][C:43](=[O:44])[CH3:45])(=[O:46])[CH3:47].[CH3:19][N:20]([CH:21]1[CH2:22][CH2:23][NH:24][CH2:25][CH2:26]1)[CH2:27][CH2:28][c:29]1[cH:30][cH:31][cH:32][cH:33][cH:34]1.[CH3:54][C:55](=[O:56])[OH:57].[Cl:51][CH2:52][Cl:53].[N:1]1([CH2:7][CH2:8][CH2:9][O:10][c:11]2[cH:12][cH:13][c:14]([CH:15]=[O:16])[cH:17][cH:18]2)[CH2:2][CH2:3][CH2:4][CH2:5][CH2:6]1.[Na+:48].[Na+:50].[OH-:49]>>[N:1]1([CH2:7][CH2:8][CH2:9][O:10][c:11]2[cH:12][cH:13][c:14]([CH2:15][N:24]3[CH2:23][CH2:22][CH:21]([N:20]([CH3:19])[CH2:27][CH2:28][c:29]4[cH:30][cH:31][cH:32][cH:33][cH:34]4)[CH2:26][CH2:25]3)[cH:17][cH:18]2)[CH2:2][CH2:3][CH2:4][CH2:5][CH2:6]1. Reactants: C(CCC)[Li] (n-butyllithium), BrC1=CC=C(C=C1)C(C=1OCC(N1)(C)C)(C)C (4-bromo-α,α-dimethyl-α-(4,4-dimethyloxazolin-2-yl)toluene), ClCCCC(=O)Cl (4-chlorobutyryl chloride). Run in C1CCOC1 (THF), C1CCOC1 (THF). Conditions: temperature -78 celsius, time 30 minute. The product is ClCCCC(=O)C1=CC=C(C=C1)C(C=1OCC(N1)(C)C)(C)C (4-(4-chloro-1-oxobutyl)-α,α-dimethyl-α-(4,4-dimethyloxazolin-2-yl)toluene). Reaction SMILES: Br[C:2]1[CH:7]=[CH:6][C:5]([C:8]([CH3:17])([CH3:16])[C:9]2[O:10][CH2:11][C:12]([CH3:15])([CH3:14])[N:13]=2)=[CH:4][CH:3]=1.C([Li])CCC.[Cl:23][CH2:24][CH2:25][CH2:26][C:27](Cl)=[O:28]>C1COCC1>[Cl:23][CH2:24][CH2:25][CH2:26][C:27]([C:2]1[CH:7]=[CH:6][C:5]([C:8]([CH3:17])([CH3:16])[C:9]2[O:10][CH2:11][C:12]([CH3:15])([CH3:14])[N:13]=2)=[CH:4][CH:3]=1)=[O:28]. Procedure details: A solution of 4-bromo-α,α-dimethyl-α-(4,4-dimethyloxazolin-2-yl)toluene (10.0 g. 0.0338 mole), prepared in accordance with Example 2, in 400 mL THF is cooled to −78° C., n-butyllithium (16 mL, 0.042 mole) is added via syringe, and the mixture is stirred at −78° C. for 30 minutes. While keeping the temperature below −75° C., 4-chlorobutyryl chloride (14.4 g, 0.102 mole) in 30 mL THF is added dropwise, and the mixture is stirred at −78° C. for 30 minutes. The mixture is allowed to warm to −15° C. ... Starting materials: ice, COC(=O)C1=CC=C(C=C1)N1C(CCC1)=O (1-(4-methoxycarbonylphenyl)pyrrolidin-2-one), F[B-](F)(F)F.O=[N+]=O (nitronium tetrafluoroborate). The solvent is ClCCl (dichloromethane). Reaction conditions: temperature 10 celsius, time 2 hour. The product is COC(=O)C1=CC(=C(C=C1)N1C(CCC1)=O)[N+](=O)[O-] (1-(4-methoxycarbonyl-2-nitrophenyl)pyrrolidin-2-one). Yield: 91.5%. Reaction SMILES: [CH3:1][O:2][C:3]([C:5]1[CH:10]=[CH:9][C:8]([N:11]2[CH2:15][CH2:14][CH2:13][C:12]2=[O:16])=[CH:7][CH:6]=1)=[O:4].F[B-](F)(F)F.[O:22]=[N+:23]=[O:24]>ClCCl>[CH3:1][O:2][C:3]([C:5]1[CH:6]=[CH:7][C:8]([N:11]2[CH2:15][CH2:14][CH2:13][C:12]2=[O:16])=[C:9]([N+:23]([O-:24])=[O:22])[CH:10]=1)=[O:4] |f:1.2|. Reported procedure: An ice-cold mixture of the above ester (2.0 g, 9.1 mmol) in 30 mL of dichloromethane was treated with nitronium tetrafluoroborate (2.5 g, 18.8 mmol). The resulting mixture was stirred at 10° C. for 2 h and then at ambient temperature for 4 h. The reaction mixture was quenched with water (20 mL) and the organic layer was evaporated under vacuum. The white solid precipitate was collected by filtration, washed with water and dried to give 2.2 g (92%) of 1-(4-methoxycarbonyl-2-nitrophenyl)pyrrolidin... Starting materials: C(C1=CC=CC=C1)N1CCOC2=C1C=C(C=C2)CC=2C=C(C=CC2Cl)[C@@H]2O[C@@H]([C@H]([C@@H]([C@H]2O)O)O)CO ((2S,3R,4R,5S,6R)-2-[3-(4-benzyl-3,4-dihydro-2H-benzo[1,4]oxazin-6-ylmethyl)-4-chloro-phenyl]-6-hydroxymethyl-tetrahydro-pyran-3,4,5-triol), Cl (HCl). The reagents and catalysts are [Pd] (palladium on charcoal). The solvent is CO (methanol). Conditions: time 2 hour. Yields the product ClC1=C(C=C(C=C1)[C@@H]1O[C@@H]([C@H]([C@@H]([C@H]1O)O)O)CO)CC=1C=CC2=C(NCCO2)C1 ((2S,3R,4R,5S,6R)-2-[4-chloro-3-(3,4-dihydro-2H-benzo[1,4]oxazin-6-ylmethyl)-phenyl]-6-hydroxymethyl-tetrahydro-pyran-3,4,5-triol). Isolated yield 81.0%. Reaction SMILES: C([N:8]1[C:13]2[CH:14]=[C:15]([CH2:18][C:19]3[CH:20]=[C:21]([C@H:26]4[C@H:31]([OH:32])[C@@H:30]([OH:33])[C@H:29]([OH:34])[C@@H:28]([CH2:35][OH:36])[O:27]4)[CH:22]=[CH:23][C:24]=3[Cl:25])[CH:16]=[CH:17][C:12]=2[O:11][CH2:10][CH2:9]1)C1C=CC=CC=1.Cl>CO.[Pd]>[Cl:25][C:24]1[CH:23]=[CH:22][C:21]([C@H:26]2[C@H:31]([OH:32])[C@@H:30]([OH:33])[C@H:29]([OH:34])[C@@H:28]([CH2:35][OH:36])[O:27]2)=[CH:20][C:19]=1[CH2:18][C:15]1[CH:16]=[CH:17][C:12]2[O:11][CH2:10][CH2:9][NH:8][C:13]=2[CH:14]=1. Reported procedure: To a solution of (2S,3R,4R,5S,6R)-2-[3-(4-benzyl-3,4-dihydro-2H-benzo[1,4]oxazin-6-ylmethyl)-4-chloro-phenyl]-6-hydroxymethyl-tetrahydro-pyran-3,4,5-triol (2.4 g, 4.68 mmol) in methanol (15 mL) was added 10% palladium on charcoal (240 mg) and 0.05 mL conc. HCl. The reaction mixture was stirred under hydrogen atmosphere for 2 h then filtered through celite bed (which was washed with methanol). The resulting filtrate was concentrated to a residue which was purified by preparative HPLC to furnish (... Reported procedure: 5-{3-{3-[4-(4-Chlorobenzyl)-1-piperazinyl]-propoxy}phenoxy}-1-(4-methoxybenzyl)-1,2,3-triazole-4-carboxylic acid, (0.50 g, 0.84 mmole), was dissolved in dry dichloromethane (20 ml) and oxalyl chloride, (1.00 ml, 11.7 mmole), added, followed by 1 drop of dimethylformamide. The reaction was stirred overnight, then excess oxalyl chloride and solvent evaporated in vacuo. The acid chloride was resuspended in dry dichloromethane, (20 ml), under nitrogen and cooled with stirring in an ice bath. A 25% s... Reaction SMILES: [Cl:1][C:2]1[CH:42]=[CH:41][C:5]([CH2:6][N:7]2[CH2:12][CH2:11][N:10]([CH2:13][CH2:14][CH2:15][O:16][C:17]3[CH:18]=[C:19]([CH:38]=[CH:39][CH:40]=3)[O:20][C:21]3[N:25]([CH2:26][C:27]4[CH:32]=[CH:31][C:30]([O:33][CH3:34])=[CH:29][CH:28]=4)[N:24]=[N:23][C:22]=3[C:35]([OH:37])=O)[CH2:9][CH2:8]2)=[CH:4][CH:3]=1.C(Cl)(=O)C(Cl)=O.[Cl-].[Cl-].C([Al+2])C.CCCCCC>ClCCl.CN(C)C=O>[Cl:1][C:2]1[CH:3]=[CH:4][C:5]([CH2:6][N:7]2[CH2:12][CH2:11][N:10]([CH2:13][CH2:14][CH2:15][O:16][C:17]3[CH:40]=[CH:39][C:38]4[C:35](=[O:37])[C:22]5[N:23]=[N:24][N:25]([CH2:26][C:27]6[CH:32]=[CH:31][C:30]([O:33][CH3:34])=[CH:29][CH:28]=6)[C:21]=5[O:20][C:19]=4[CH:18]=3)[CH2:9][CH2:8]2)=[CH:41][CH:42]=1 |f:2.3.4|. The reactants are ClC1=CC=C(CN2CCN(CC2)CCCOC=2C=C(OC3=C(N=NN3CC3=CC=C(C=C3)OC)C(=O)O)C=CC2)C=C1 (5-{3-{3-[4-(4-Chlorobenzyl)-1-piperazinyl]-propoxy}phenoxy}-1-(4-methoxybenzyl)-1,2,3-triazole-4-carboxylic acid), C(C(=O)Cl)(=O)Cl (oxalyl chloride), solution, [Cl-].[Cl-].C(C)[Al+2] (ethyl aluminium dichloride), CCCCCC (hexane). The reagents and catalysts are CN(C=O)C (dimethylformamide). The product is ClC1=CC=C(CN2CCN(CC2)CCCOC2=CC3=C(C(C4=C(N(N=N4)CC4=CC=C(C=C4)OC)O3)=O)C=C2)C=C1 (6-{3-[4-(4-Chlorobenzyl)-1-piperazinyl]-propoxy}-3-(4-methoxybenzyl)-9-oxo-9H-benzopyrano[2,3-d]-1,2,3-triazole). Run at time 8 hour. Run in ClCCl (dichloromethane).